From a dataset of the Open Reaction Database (ORD), a public repository of structured organic reaction records. describe an organic reaction: reactants, conditions, products, and yield Starting materials: C[Si](C)(C)CC(CC(=O)O)=C (3-(trimethylsilylmethyl)but-3-enoic acid), [N+](=[N-])=C (diazomethane), [N+](=[N-])=C (diazomethane), C(C)(=O)O (acetic acid). Reported procedure: To a solution of 3-(trimethylsilylmethyl)but-3-enoic acid (36.5 g) in diethyl ether (200 ml) at 10°-15° C. was added a solution of diazomethane in diethyl ether (ca 0.6 M solution, 400 ml). The excess of diazomethane was decomposed by addition of acetic acid. The resultant solution was concentrated in vacuo to 200 ml and the concentrate was washed with an aqueous sodium bicarbonate and brine. Drying over magnesium sulfate and evaporation of the solvent left a yellow oil, which was distilled in v... RXN SMILES: [CH3:1][Si:2]([CH2:5][C:6](=[CH2:11])[CH2:7][C:8]([OH:10])=[O:9])([CH3:4])[CH3:3].[N+](=[CH2:14])=[N-].C(O)(=O)C>C(OCC)C>[CH3:1][Si:2]([CH2:5][C:6](=[CH2:11])[CH2:7][C:8]([O:10][CH3:14])=[O:9])([CH3:4])[CH3:3]. The solvent is C(C)OCC (diethyl ether), C(C)OCC (diethyl ether). Product: C[Si](C)(C)CC(CC(=O)OC)=C (methyl 3-(trimethylsilylmethyl)but-3-enoate). Starting materials: CC(=O)O, COc1cc(C(=O)O)ccc1OCCCCl, O=N[O-], [Na+], O, O=[N+]([O-])O. The product is COc1cc(C(=O)O)c([N+](=O)[O-])cc1OCCCCl. Reaction SMILES: [CH3:21][C:22](=[O:23])[OH:24].[Cl:1][CH2:2][CH2:3][CH2:4][O:5][c:6]1[c:7]([O:15][CH3:16])[cH:8][c:9]([C:10](=[O:11])[OH:12])[cH:13][cH:14]1.[N:17](=[O:18])[O-:19].[Na+:20].[OH2:29].[OH:25][N+:26](=[O:27])[O-:28]>>[Cl:1][CH2:2][CH2:3][CH2:4][O:5][c:6]1[c:7]([O:15][CH3:16])[cH:8][c:9]([C:10](=[O:11])[OH:12])[c:13]([N+:17](=[O:18])[O-:19])[cH:14]1. The reactants are S1CC(NCCNCCNC(C1)=O)=O (1-Thia-4,7,10-triazacyclododecane-3,11-dione), [OH-].[Na+] (Sodium hydroxide), B#B (diborane), Cl (HCl). The solvent is C1CCOC1 (THF). Run at time 1 hour. Yields the product S1CCNCCNCCNCC1 (1-Thia-4,7,10-triazacyclododecane). RXN SMILES: [S:1]1[CH2:12][C:11](=O)[NH:10][CH2:9][CH2:8][NH:7][CH2:6][CH2:5][NH:4][C:3](=O)[CH2:2]1.B#B.Cl.[OH-].[Na+]>C1COCC1>[S:1]1[CH2:12][CH2:11][NH:10][CH2:9][CH2:8][NH:7][CH2:6][CH2:5][NH:4][CH2:3][CH2:2]1 |f:3.4|. Procedure details: 1-Thia-4,7,10-triazacyclododecane-3,11-dione (8.10 g, 37.3 mmol) was suspended in dry THF (distilled from lithium aluminium hydride) (2000 ml) and refluxed under nitrogen for 8 hours with continuous addition of freshly generated diborane (approx. 0.4 mol in total). The reaction mixture was cooled to ambient temperature, 6N HCl (80 ml) was added, and the mixture was stirred for 1 hour. Sodium hydroxide (20 g, 0.5 mol) was added and the solution was evaporated to dryness. The residue was extracted... Reported procedure: A solution of tert-butyl 3-((4-fluoro-2-methylphenyl)amino)azetidine-1-carboxylate (D30) (240 mg, 0.856 mmol), acetic acid (0.49 ml, 8.56 mmol), Formaldehyde 36% wt. in water (0.066 ml, 0.856 mmol) and sodium(triacetoxy)borohydride (725 mg, 3.424 mmol) in 1,2-dichloroethane (7 ml) was stirred under N2 atmosphere at room temperature for 1 day. NaHCO3 sat. solution (25 ml) was added. After phase separation, the aqueous layer was extracted with dichloromethane (2×35 ml). The organics after solvent ... Isolated yield 67.5%. Run in ClCCCl (1,2-dichloroethane). As a reaction SMILES: [F:1][C:2]1[CH:7]=[CH:6][C:5]([NH:8][CH:9]2[CH2:12][N:11]([C:13]([O:15][C:16]([CH3:19])([CH3:18])[CH3:17])=[O:14])[CH2:10]2)=[C:4]([CH3:20])[CH:3]=1.[C:21](O)(=O)C.C=O.O.C(O[BH-](OC(=O)C)OC(=O)C)(=O)C.[Na+].C([O-])(O)=O.[Na+]>ClCCCl>[F:1][C:2]1[CH:7]=[CH:6][C:5]([N:8]([CH3:21])[CH:9]2[CH2:10][N:11]([C:13]([O:15][C:16]([CH3:17])([CH3:19])[CH3:18])=[O:14])[CH2:12]2)=[C:4]([CH3:20])[CH:3]=1 |f:4.5,6.7|. Reactants: FC1=CC(=C(C=C1)NC1CN(C1)C(=O)OC(C)(C)C)C (tert-butyl 3-((4-fluoro-2-methylphenyl)amino)azetidine-1-carboxylate), C(C)(=O)O (acetic acid), C=O (Formaldehyde), O (water), C(C)(=O)O[BH-](OC(C)=O)OC(C)=O.[Na+] (sodium(triacetoxy)borohydride), C(=O)(O)[O-].[Na+] (NaHCO3). Yields the product FC1=CC(=C(C=C1)N(C1CN(C1)C(=O)OC(C)(C)C)C)C (tert-butyl 3-((4-fluoro-2-methylphenyl)(methyl)amino)azetidine-1-carboxylate). The reactants are C1(=CC=CC=C1)COC(=O)NC=1OC(C2=C(N1)N(CN2)[C@H]2[C@H](O)[C@H](O)[C@H](O2)CO)=O (5-[[(phenylmethoxy)carbonyl]amino]-3-(β-D-ribofuranosyl)imidazo[4,5-d][1,3]oxazin-7(1H)-one). The reagents and catalysts are [Pd] (Palladium on charcoal). Solvent: CN(C)C=O (DMF). Conditions: time 4 hour. Yields the product C1=NC2=C(N1[C@H]3[C@@H]([C@@H]([C@H](O3)CO)O)O)N=C(OC2=O)N (oxanosine). Reaction SMILES: C1(COC([NH:11][C:12]2[O:13][C:14](=[O:30])[C:15]3[NH:20][CH2:19][N:18]([C@@H:21]4[O:27][C@H:26]([CH2:28][OH:29])[C@@H:24]([OH:25])[C@H:22]4[OH:23])[C:16]=3[N:17]=2)=O)C=CC=CC=1>[Pd].CN(C=O)C>[CH:19]1[N:18]([C@@H:21]2[O:27][C@H:26]([CH2:28][OH:29])[C@@H:24]([OH:25])[C@H:22]2[OH:23])[C:16]2[N:17]=[C:12]([NH2:11])[O:13][C:14](=[O:30])[C:15]=2[N:20]=1. Procedure: 10% Palladium on charcoal (172 mg) was added to a solution of 5-[[(phenylmethoxy)carbonyl]amino]-3-(β-D-ribofuranosyl)imidazo[4,5-d][1,3]oxazin-7(1H)-one (172 mg, 0.41 mmol) in DMF (7 mL) and the mixture was stirred at room temperature under a hydrogen atmosphere for 4 h. The mixture was filtered through prewashed Celite and was concentrated under high vacuum. The residue was dissolved in water and filtered through a Millipore Millex-HV filter (0.45 μm). The filtrate was lyophilized to give oxan... The reactants are ClC=1C2=C(SC1C(=O)N[C@@H](C(=O)O)CC1=CC=CC=C1)C=C(C=C2)C ((R)-2-(3-chloro-6-methylbenzo[b]thiophene-2-carboxamido)-3-phenylpropanoic acid), C(C)(C)(C)OC([C@@H](N)CC1=CC=CC=C1)=O ((S)-phenylalanine tert-butyl ester). The product is ClC=1C2=C(SC1C(=O)N[C@H](C(=O)O)CC1=CC=CC=C1)C=C(C=C2)C ((S)-2-(3-chloro-6-methylbenzo[b]thiophene-2-carboxamido)-3-phenylpropanoic acid). As a reaction SMILES: [Cl:1][C:2]1[C:3]2[CH:24]=[CH:23][C:22]([CH3:25])=[CH:21][C:4]=2[S:5][C:6]=1[C:7]([NH:9][C@H:10]([CH2:14][C:15]1[CH:20]=[CH:19][CH:18]=[CH:17][CH:16]=1)[C:11]([OH:13])=[O:12])=[O:8].C(OC(=O)[C@H](CC1C=CC=CC=1)N)(C)(C)C>>[Cl:1][C:2]1[C:3]2[CH:24]=[CH:23][C:22]([CH3:25])=[CH:21][C:4]=2[S:5][C:6]=1[C:7]([NH:9][C@@H:10]([CH2:14][C:15]1[CH:20]=[CH:19][CH:18]=[CH:17][CH:16]=1)[C:11]([OH:13])=[O:12])=[O:8]. Procedure details: Following the 2a synthetic method, using B1 (110.65 mg, 0.5 mmol) instead of A1 gave 2b white powder; (179.63 mg, 96.1%). [α]D25: +23.9 (c=0.29, CHCl3); 1H-NMR (300 MHz, acetone-d6): δ 7.76-7.72 (m, 3H), 7.39-7.22 (m, 6H), 5.04-4.98 (m, 1H), 3.44-3.26 (m, 2H), 2.48 (s, 3H); 13C NMR (300 MHz, acetone-d6): δ 171.81, 159.86, 138.26, 138.03, 136.71, 134.63, 131.56, 129.53, 128.38, 127.49, 126.86, 122.53, 122.49, 118.80, 54.13, 36.88, 20.75; HRMS (ESI): calcd for: C19H16ClNO3S [M−H]−=372.0467, obsd [...